Dataset: the Open Reaction Database (ORD), a public repository of structured organic reaction records. Task: describe an organic reaction: reactants, conditions, products, and yield Starting materials: CCCCCC.C(C)(=O)OCC (hexane ethyl acetate), ice water, C1(=CC=CC=C1O)C (o-cresol), oil, [H-].[Na+] (sodium hydride), FC1=CC=C(C=O)C=C1 (p-fluorobenzaldehyde). The solvent is CS(=O)C (DMSO), CS(=O)C (DMSO), CS(=O)C (DMSO). Conditions: time 1 hour. Product: CC1=C(OC2=CC=C(C=O)C=C2)C=CC=C1 (4-(2-Methylphenoxy)benzaldehyde). As a reaction SMILES: [C:1]1([CH3:8])[C:6]([OH:7])=[CH:5][CH:4]=[CH:3][CH:2]=1.[H-].[Na+].F[C:12]1[CH:19]=[CH:18][C:15]([CH:16]=[O:17])=[CH:14][CH:13]=1.CCCCCC.C(OCC)(=O)C>CS(C)=O>[CH3:8][C:1]1[CH:2]=[CH:3][CH:4]=[CH:5][C:6]=1[O:7][C:12]1[CH:19]=[CH:18][C:15]([CH:16]=[O:17])=[CH:14][CH:13]=1 |f:1.2,4.5|. Procedure details: A solution of o-cresol (5.4 g, 50.7 mmol) in DMSO (10 mL) was added dropwise to a stirred mixture of 60% oil dispersion sodium hydride (2.02 g, 50.5 mmol) in DMSO (20 mL). After stirring for 1 hour at ambient temperature, a solution of p-fluorobenzaldehyde (5.36 mL, 50 mmol) in DMSO (10 mL) was added dropwise. After the addition was complete, the reaction mixture was gradually heated to 140-160° C. and maintained at that temperature for 1 hour. The reaction mixture was poured into ice-water and ... The product is COC(=O)N(Cc1cc(NC(C)=O)ccc1Oc1cccc(CC(=O)O)c1)C(C)Cc1ccccc1. Reaction SMILES: [CH2:1]([CH3:2])[O:3][C:4]([CH2:5][c:6]1[cH:7][c:8]([O:12][c:13]2[c:14]([CH2:23][N:24]([CH:25]([CH2:26][c:27]3[cH:28][cH:29][cH:30][cH:31][cH:32]3)[CH3:33])[C:34](=[O:35])[O:36][CH3:37])[cH:15][c:16]([NH:19][C:20]([CH3:21])=[O:22])[cH:17][cH:18]2)[cH:9][cH:10][cH:11]1)=[O:38].[CH2:42]1[O:43][CH2:44][CH2:45][CH2:46]1.[ClH:41].[Li+:39].[OH-:40]>>[O:3]=[C:4]([CH2:5][c:6]1[cH:7][c:8]([O:12][c:13]2[c:14]([CH2:23][N:24]([CH:25]([CH2:26][c:27]3[cH:28][cH:29][cH:30][cH:31][cH:32]3)[CH3:33])[C:34](=[O:35])[O:36][CH3:37])[cH:15][c:16]([NH:19][C:20]([CH3:21])=[O:22])[cH:17][cH:18]2)[cH:9][cH:10][cH:11]1)[OH:38]. The reactants are CCOC(=O)Cc1cccc(Oc2ccc(NC(C)=O)cc2CN(C(=O)OC)C(C)Cc2ccccc2)c1, C1CCOC1, Cl, [Li+], [OH-].